From a dataset of the Open Reaction Database (ORD), a public repository of structured organic reaction records. describe an organic reaction: reactants, conditions, products, and yield Starting materials: CN(CCCN)C (N,N-Dimethyl-1,3-propanediamine), ClC1=C(C=C(C=C1)Cl)[N+](=O)[O-] (2,5-dichloronitrobenzene). Solvent: C(C)(=O)OCC (ethyl acetate). Reaction conditions: temperature 125 celsius, time 14 hour. The product is ClC1=CC(=C(C=C1)NCCCN(C)C)[N+](=O)[O-] (N1-(4-Chloro-2-nitrophenyl)-N3,N3-dimethyl-1,3-propanediamine). RXN SMILES: [CH3:1][N:2]([CH3:7])[CH2:3][CH2:4][CH2:5][NH2:6].Cl[C:9]1[CH:14]=[CH:13][C:12]([Cl:15])=[CH:11][C:10]=1[N+:16]([O-:18])=[O:17]>C(OCC)(=O)C>[Cl:15][C:12]1[CH:13]=[CH:14][C:9]([NH:6][CH2:5][CH2:4][CH2:3][N:2]([CH3:7])[CH3:1])=[C:10]([N+:16]([O-:18])=[O:17])[CH:11]=1. Reported procedure: N,N-Dimethyl-1,3-propanediamine (2.92 ml) was added to 2,5-dichloronitrobenzene (2.23 g) and stirred for 14 hours at 125° C. The reaction mixture, with ethyl acetate added thereto, was washed with 1N sodium hydroxide aqueous solution, water and saturated brine successively, dried over sodium sulfate anhydride, and concentrated, thereby yielding the entitled compound (2.99 g) as brown oil.